This data is from the Open Reaction Database (ORD), a public repository of structured organic reaction records. The task is: describe an organic reaction: reactants, conditions, products, and yield Starting materials: Cc1cc(Br)nc(C)c1NC(=O)CC(C)(C)C, c1ccc2c(c1)CCNC2, CC(C)(C)[O-], Cc1ccccc1, CN(C)c1ccccc1-c1ccccc1P(C1CCCCC1)C1CCCCC1, [K+]. The product is Cc1cc(N2CCc3ccccc3C2)nc(C)c1NC(=O)CC(C)(C)C. Reaction SMILES: [Br:1][c:2]1[cH:3][c:4]([CH3:17])[c:5]([NH:9][C:10]([CH2:11][C:12]([CH3:13])([CH3:14])[CH3:15])=[O:16])[c:6]([CH3:8])[n:7]1.[CH2:18]1[NH:19][CH2:20][CH2:21][c:22]2[cH:23][cH:24][cH:25][cH:26][c:27]21.[CH3:56][C:57]([CH3:58])([O-:59])[CH3:60].[CH3:62][c:63]1[cH:64][cH:65][cH:66][cH:67][cH:68]1.[CH:28]1([P:29]([CH:30]2[CH2:31][CH2:32][CH2:33][CH2:34][CH2:35]2)[c:36]2[cH:37][cH:38][cH:39][cH:40][c:41]2-[c:42]2[cH:43][cH:44][cH:45][cH:46][c:47]2[N:48]([CH3:49])[CH3:50])[CH2:51][CH2:52][CH2:53][CH2:54][CH2:55]1.[K+:61]>>[c:2]1([N:19]2[CH2:18][c:27]3[c:22]([cH:23][cH:24][cH:25][cH:26]3)[CH2:21][CH2:20]2)[cH:3][c:4]([CH3:17])[c:5]([NH:9][C:10]([CH2:11][C:12]([CH3:13])([CH3:14])[CH3:15])=[O:16])[c:6]([CH3:8])[n:7]1.